Task: describe an organic reaction: reactants, conditions, products, and yield. Dataset: the Open Reaction Database (ORD), a public repository of structured organic reaction records Starting materials: C1(=CC=CC=C1)C1=NNC=C1C(=O)O (3-phenyl-1H-pyrazole-4-carboxylic acid), C[Si](C)(C)C=[N+]=[N-] (trimethylsilyldiazomethane), C[Si](C)(C)C=[N+]=[N-] (trimethylsilyldiazomethane). Solvent: ClCCl (dichloromethane), CO (methanol). Run at time 30 minute. Product: C1(=CC=CC=C1)C1=NNC=C1C(=O)OC (Methyl 3-phenyl-1H-pyrazole-4-carboxylate). The yield is 83.8%. RXN SMILES: [C:1]1([C:7]2[C:11]([C:12]([OH:14])=[O:13])=[CH:10][NH:9][N:8]=2)[CH:6]=[CH:5][CH:4]=[CH:3][CH:2]=1.[CH3:15][Si](C=[N+]=[N-])(C)C>ClCCl.CO>[C:1]1([C:7]2[C:11]([C:12]([O:14][CH3:15])=[O:13])=[CH:10][NH:9][N:8]=2)[CH:2]=[CH:3][CH:4]=[CH:5][CH:6]=1. Procedure: To a solution of 3-phenyl-1H-pyrazole-4-carboxylic acid (1.0 g, 5.31 mmol) in dichloromethane (14.2 mL) and methanol (3.5 mL) was added trimethylsilyldiazomethane (2.66 mL, 5.31 mmol). The mixture was stirred at ambient temperature. After 30 min, additional trimethylsilyldiazomethane (0.80 mL, 1.59 mmol) was added. After 10 min, the mixture was concentrated. Purification by silica gel chromatography (100% dichloromethane→90% dichloromethane/methanol) gave the title compound (0.9 g). MS 203.1 (M+... Starting materials: Br.C(C)(=O)NCC(SCC(=O)C=1N=C(SC1)N=C(N)N)=N (4-[(2-acetylamino-1-iminoethylthio)acetyl]-2-(diaminomethyleneamino)thiazole hydrobromide). Run in C(C)O (ethanol). The product is C(C)(=O)NCC=1SC=C(N1)C=1N=C(SC1)N=C(N)N (4-(2-acetylaminomethylthiazol-4-yl)-2-(diaminomethyleneamino)thiazole). Isolated yield 74.4%. Reaction SMILES: Br.[C:2]([NH:5][CH2:6][C:7](=[NH:21])[S:8][CH2:9][C:10]([C:12]1[N:13]=[C:14]([N:17]=[C:18]([NH2:20])[NH2:19])[S:15][CH:16]=1)=O)(=[O:4])[CH3:3]>C(O)C>[C:2]([NH:5][CH2:6][C:7]1[S:8][CH:9]=[C:10]([C:12]2[N:13]=[C:14]([N:17]=[C:18]([NH2:20])[NH2:19])[S:15][CH:16]=2)[N:21]=1)(=[O:4])[CH3:3] |f:0.1|. Procedure: A suspension of 4-[(2-acetylamino-1-iminoethylthio)acetyl]-2-(diaminomethyleneamino)thiazole hydrobromide (11.4 g) in ethanol (100 ml) was refluxed for 2.5 hours. The resulting precipitate was collected by filtration and suspended in water (150 ml). The mixture was alkalized to pH 11 with a saturated aqueous potassium carbonate solution. The resulting precipitate was collected by filtration. Recrystallization from water afforded 4-(2-acetylaminomethylthiazol-4-yl)-2-(diaminomethyleneamino)thiazo... Starting materials: Cl.Cl.C(C)OC(CNCCN)=O (N-(2-aminoethyl)-glycine ethyl ester 2HCl), ClC1=CC(=C(C=C1)C1=NN=C(S1)S(=O)(=O)Cl)[N+](=O)[O-] (5-(4-chloro-2-nitrophenyl)-1,3,4-thiadiazole-2-sulfonyl chloride). The product is C(C)OC(CNCCNS(=O)(=O)C=1SC(=NN1)C1=C(C=C(C=C1)Cl)[N+](=O)[O-])=O (N-{2-[5-(4-Chloro-2-nitrophenyl)-1,3,4-thiadiazole-2-sulfonylamino]-ethyl}-glycine ethyl ester). RXN SMILES: Cl.Cl.[CH2:3]([O:5][C:6](=[O:12])[CH2:7][NH:8][CH2:9][CH2:10][NH2:11])[CH3:4].[Cl:13][C:14]1[CH:19]=[CH:18][C:17]([C:20]2[S:24][C:23]([S:25](Cl)(=[O:27])=[O:26])=[N:22][N:21]=2)=[C:16]([N+:29]([O-:31])=[O:30])[CH:15]=1>>[CH2:3]([O:5][C:6](=[O:12])[CH2:7][NH:8][CH2:9][CH2:10][NH:11][S:25]([C:23]1[S:24][C:20]([C:17]2[CH:18]=[CH:19][C:14]([Cl:13])=[CH:15][C:16]=2[N+:29]([O-:31])=[O:30])=[N:21][N:22]=1)(=[O:27])=[O:26])[CH3:4] |f:0.1.2|. Reported procedure: The title compound was synthesized by the reaction of N-(2-aminoethyl)-glycine ethyl ester 2HCl with 5-(4-chloro-2-nitrophenyl)-1,3,4-thiadiazole-2-sulfonyl chloride as per the procedure of example 1. 1H NMR (500 MHz; DMSO-d6) δ 8.40 (d, 1H), 8.05 (dd, 1H), 8.02 (d, 1H) 4.07 (q, 2H), 3.30 (s, 2H), 3.19 (t, 2H), 2.67 (t, 2H), 1.18 (t, 3H). The reactants are C(C)OC(=O)C=1SC(=C(C1C)C)C(=O)O (3,4-dimethyl-thiophene-2,5-dicarboxylic acid monoethyl ester), [H-].C(C(C)C)[Al+]CC(C)C (diisobutylaluminium hydride), [H-].C(C(C)C)[Al+]CC(C)C (DIBAL), [H-].C(C(C)C)[Al+]CC(C)C (DIBAL). The solvent is C1CCOC1 (THF). Conditions: temperature -78 celsius, time 30 minute. The product is C(C)OC(=O)C=1SC(=C(C1C)C)C(=O)O (3,4-Dimethyl-thiophene-2,5-dicarboxylic acid monoethyl ester), OCC1=C(C(=C(S1)C(=O)O)C)C (5-hydroxymethyl-3,4-dimethyl-thiophene-2-carboxylic acid). Yield: 109.6%. RXN SMILES: [CH2:1]([O:3][C:4]([C:6]1[S:7][C:8]([C:13]([OH:15])=[O:14])=[C:9]([CH3:12])[C:10]=1[CH3:11])=[O:5])[CH3:2].[H-].C([Al+]CC(C)C)C(C)C>C1COCC1>[CH2:1]([O:3][C:4]([C:6]1[S:7][C:8]([C:13]([OH:15])=[O:14])=[C:9]([CH3:12])[C:10]=1[CH3:11])=[O:5])[CH3:2].[OH:14][CH2:13][C:8]1[S:7][C:6]([C:4]([OH:5])=[O:3])=[C:10]([CH3:11])[C:9]=1[CH3:12] |f:1.2|. Reported procedure: 3,4-Dimethyl-thiophene-2,5-dicarboxylic acid monoethyl ester is prepared according to a literature procedure (H. Wynberg et al., J. Org. Chem. 29 (1964) 1919-1921); LC-MS: tR=0.70 min, [M+H]+=not detectable; 1H NMR (D6-DMSO): δ 1.26-1.33 (m, 3H), 2.42 (s, 6H), 4.22-4.33 (m, 2H), 12.91 (s br, 1H). b) To a solution of 3,4-dimethyl-thiophene-2,5-dicarboxylic acid monoethyl ester (6.70 g, 29.4 mmol) in THF (70 mL), a solution of diisobutylaluminium hydride (DIBAL, 90 mL, 1 M in THF) is added at −78°...